From a dataset of the Open Reaction Database (ORD), a public repository of structured organic reaction records. describe an organic reaction: reactants, conditions, products, and yield The reactants are S=C(Cl)Cl, COc1ccc(-c2ccccc2N)cc1, C1COCCO1, O. Yields the product COc1ccc(-c2ccccc2N=C=S)cc1. Reaction SMILES: [Cl:16][C:17]([Cl:18])=[S:19].[NH2:1][c:2]1[c:3](-[c:8]2[cH:9][cH:10][c:11]([O:14][CH3:15])[cH:12][cH:13]2)[cH:4][cH:5][cH:6][cH:7]1.[O:20]1[CH2:21][CH2:22][O:23][CH2:24][CH2:25]1.[OH2:26]>>[N:1]([c:2]1[c:3](-[c:8]2[cH:9][cH:10][c:11]([O:14][CH3:15])[cH:12][cH:13]2)[cH:4][cH:5][cH:6][cH:7]1)=[C:17]=[S:19].